Task: describe an organic reaction: reactants, conditions, products, and yield. Dataset: the Open Reaction Database (ORD), a public repository of structured organic reaction records The solvent is C(C)#N (acetonitrile). Procedure: A mixture of 3.37 g (10.0 millimoles) of 8-methyl-5-(4-nitro-3-methyl-phenyl)-9H-1,3-dioxolo[4,5-h][2,3]benzodiazepine, 1.66 g (10.5 millimoles) of selen(IV)oxide and 100 ml of dioxane is stirred on an oil-bath at 80° C. for 3 hours. The solution is filtered on a hot coal-bed washed with 50 ml of hot dioxane and evaporated in vacuo. The crude product obtained is treated with 20 ml of acetonitrile. Thus 2.42 g of the desired compound are obtained, yield 69%, mp.: 188–191° C. Yield: 69.0%. Conditions: temperature 80 celsius, time 3 hour. As a reaction SMILES: [CH3:1][C:2]1[CH2:8][C:7]2[CH:9]=[C:10]3[O:15][CH2:14][O:13][C:11]3=[CH:12][C:6]=2[C:5]([C:16]2[CH:21]=[CH:20][C:19]([N+:22]([O-:24])=[O:23])=[C:18]([CH3:25])[CH:17]=2)=[N:4][N:3]=1.[O:26]1CCOCC1>C(#N)C>[CH:1]([C:2]1[CH2:8][C:7]2[CH:9]=[C:10]3[O:15][CH2:14][O:13][C:11]3=[CH:12][C:6]=2[C:5]([C:16]2[CH:21]=[CH:20][C:19]([N+:22]([O-:24])=[O:23])=[C:18]([CH3:25])[CH:17]=2)=[N:4][N:3]=1)=[O:26]. Starting materials: CC1=NN=C(C2=C(C1)C=C1C(=C2)OCO1)C1=CC(=C(C=C1)[N+](=O)[O-])C (8-methyl-5-(4-nitro-3-methyl-phenyl)-9H-1,3-dioxolo[4,5-h][2,3]benzodiazepine), selen(IV)oxide, O1CCOCC1 (dioxane). The product is C(=O)C1=NN=C(C2=C(C1)C=C1C(=C2)OCO1)C1=CC(=C(C=C1)[N+](=O)[O-])C (8-formyl-5-(3-methyl-4-nitro-phenyl)-9H-1,3-dioxolo[4,5-h][2,3]benzodiazepine).